Dataset: the Open Reaction Database (ORD), a public repository of structured organic reaction records. Task: describe an organic reaction: reactants, conditions, products, and yield The reactants are CCOCC (Et2O), C(=O)(O)[O-].[Na+] (NaHCO3), (2S)-2-Benzyl-oxirane-N-[(1S,2R)-2-hydroxy-indan-1-yl]-2-carboxylic acid amide, COC(N[C@@H](C(C)(C)C)C(=O)NNCC1=CC(=CC=C1)Br)=O ({(1S)-1-[N′-(3-Bromo-benzyl)-hydrazinocarbonyl]-2,2-dimethyl-propyl}-carbamic acid methyl ester). Reagents/catalysts: CC(C)O[Ti](OC(C)C)(OC(C)C)OC(C)C (Ti(OiPr)4). Run in C1CCOC1 (THF). Run at temperature 40 celsius, time 2 hour. The product is C(C1=CC=CC=C1)OC(N[C@@H](C(C)C)C(=O)NNCC1=CC=CC=C1)=O ([(1S)-1-(N′-Benzyl-hydrazinocarbonyl)-2-methyl-propyl]-carbamic acid benzyl ester). Isolated yield 46.0%. RXN SMILES: [CH3:1][O:2][C:3](=[O:22])[NH:4][C@H:5]([C:10]([NH:12][NH:13][CH2:14][C:15]1[CH:20]=[CH:19][CH:18]=[C:17](Br)[CH:16]=1)=[O:11])[C:6]([CH3:9])([CH3:8])C.CCO[CH2:26][CH3:27].C([O-])(O)=O.[Na+]>C1COCC1.CC(O[Ti](OC(C)C)(OC(C)C)OC(C)C)C>[CH2:1]([O:2][C:3](=[O:22])[NH:4][C@H:5]([C:10]([NH:12][NH:13][CH2:14][C:15]1[CH:16]=[CH:17][CH:18]=[CH:19][CH:20]=1)=[O:11])[CH:6]([CH3:8])[CH3:9])[C:27]1[CH:26]=[CH:8][CH:6]=[CH:5][CH:10]=1 |f:2.3|. Procedure details: (2S)-2-Benzyl-oxirane-N-[(1S,2R)-2-hydroxy-indan-1-yl]-2-carboxylic acid amide (0.930 g, 3.01 mmol) and compound 25 (1.23 g, 3.31 mmol) were dissolved in dry THF (40 mL), Ti(OiPr)4 (1.79 mL, 6.02 mmol) was added and the mixture was stirred at 40° C. for 2 h. Et2O (100 mL) and saturated NaHCO3 (aq., 100 mL) was added to the reaction mixture and the phases were separated. The organic phase was then washed with H2O (2×200 mL). All water phases were reextracted with CHCl3 (100 mL), and the combined ... Reactants: CCCN(CCC)C1CCc2c(ccc3[nH]ccc23)C1, CC#N, CN(C)C=O, O. Product: CCCN(CCC)C1CCc2c(ccc3[nH]cc(C#N)c23)C1. As a reaction SMILES: [CH2:1]([CH2:2][CH3:3])[N:4]([CH:5]1[CH2:6][c:7]2[c:8]([c:9]3[cH:10][cH:11][nH:12][c:13]3[cH:14][cH:15]2)[CH2:16][CH2:17]1)[CH2:18][CH2:19][CH3:20].[CH3:27][C:28]#[N:29].[O:21]=[CH:22][N:23]([CH3:24])[CH3:25].[OH2:26]>>[CH2:1]([CH2:2][CH3:3])[N:4]([CH:5]1[CH2:6][c:7]2[c:8]([c:9]3[c:10]([C:22]#[N:23])[cH:11][nH:12][c:13]3[cH:14][cH:15]2)[CH2:16][CH2:17]1)[CH2:18][CH2:19][CH3:20]. Starting materials: FC(CCCCCCCCCCCCCCCNC1=CC=C(C(=O)O)C=C1)(F)F (4-[15-(trifluoromethyl)pentadecylamino]benzoic acid), [H-].[Na+] (sodium hydride), CI (methyl iodide). Run in CN(P(=O)(N(C)C)N(C)C)C (hexamethylphosphoramide), CN(P(=O)(N(C)C)N(C)C)C (hexamethylphosphoramide). Conditions: time 1 hour. Yields the product FC(CCCCCCCCCCCCCCCNC1=CC=C(C(=O)OC)C=C1)(F)F (Methyl 4-[15-(trifluoromethyl)pentadecylamino]benzoate). RXN SMILES: [F:1][C:2]([F:29])([F:28])[CH2:3][CH2:4][CH2:5][CH2:6][CH2:7][CH2:8][CH2:9][CH2:10][CH2:11][CH2:12][CH2:13][CH2:14][CH2:15][CH2:16][CH2:17][NH:18][C:19]1[CH:27]=[CH:26][C:22]([C:23]([OH:25])=[O:24])=[CH:21][CH:20]=1.[H-].[Na+].[CH3:32]I>CN(C)P(N(C)C)(N(C)C)=O>[F:1][C:2]([F:28])([F:29])[CH2:3][CH2:4][CH2:5][CH2:6][CH2:7][CH2:8][CH2:9][CH2:10][CH2:11][CH2:12][CH2:13][CH2:14][CH2:15][CH2:16][CH2:17][NH:18][C:19]1[CH:27]=[CH:26][C:22]([C:23]([O:25][CH3:32])=[O:24])=[CH:21][CH:20]=1 |f:1.2|. Procedure: A solution of 7.20 g. of 4-[15-(trifluoromethyl)pentadecylamino]benzoic acid in 25 ml. of hexamethylphosphoramide is added to a stirred mixture of 0.800 g. of sodium hydride (57% in mineral oil) and 25 ml. of hexamethylphosphoramide. The solution which forms after one hour is treated with 11.0 g. of methyl iodide and is then stirred at 25° C. for 18 hours. Dilution with water followed by filtration affords a white solid which is crystallized from ethanol to yield the product as a white solid. Reactants: S(O)(O)(=O)=O (sulfuric acid), [N+](=O)(O)[O-] (nitric acid), ice, FC=1C=C2C=CC(=NC2=CC1)C (6-fluoroquinaldine), [N+](=O)([O-])[O-].[Na+] (sodium nitrate), [OH-].[NH4+] (ammonium hydroxide). RXN SMILES: S(=O)(=O)(O)O.[F:6][C:7]1[CH:8]=[C:9]2[C:14](=[CH:15][CH:16]=1)[N:13]=[C:12]([CH3:17])[CH:11]=[CH:10]2.[N+:18]([O-])([O-:20])=[O:19].[Na+].[N+]([O-])(O)=O.[OH-].[NH4+]>>[F:6][C:7]1[C:8]([N+:18]([O-:20])=[O:19])=[C:9]2[C:14](=[CH:15][CH:16]=1)[N:13]=[C:12]([CH3:17])[CH:11]=[CH:10]2 |f:2.3,5.6|. The product is FC=1C(=C2C=CC(=NC2=CC1)C)[N+](=O)[O-] (6-fluoro-5-nitroquinaldine). Procedure: To 3.5 l of fuming sulfuric acid was added, with cooling, 600 g (3.73 moles) of 6-fluoroquinaldine in small portions. About 0.1 g of sodium nitrate was added to the mixture, followed by the dropwise addition of 261 ml of fuming red nitric acid over a six-hour period while maintaining the temperature at 5°-10° C. The mixture was stirred at 20° C. for sixteen hours, then poured into 3 gallons of ice. The mixture was basified with ammonium hydroxide with cooling. The precipitated solid was separate... Reaction conditions: temperature 20 celsius. Reactants: O=C([O-])O, Cc1c(N2CC3CN(Cc4ccccc4)CC3C2)nn2cc(-c3ccc(F)cc3)nc2c1C, CO, ClC(Cl)Cl, ClI, [Na+], [Na+], [Na+], O=S([O-])([O-])=S. Yields the product Cc1c(N2CC3CN(Cc4ccccc4)CC3C2)nn2c(I)c(-c3ccc(F)cc3)nc2c1C. As a reaction SMILES: [C:36](=[O:37])([O-:38])[OH:39].[CH2:1]([c:2]1[cH:3][cH:4][cH:5][cH:6][cH:7]1)[N:8]1[CH2:9][CH:10]2[CH:11]([CH2:12]1)[CH2:13][N:14]([c:16]1[c:17]([CH3:33])[c:18]([CH3:32])[c:19]3[n:20]([n:21]1)[cH:22][c:23](-[c:25]1[cH:26][cH:27][c:28]([F:31])[cH:29][cH:30]1)[n:24]3)[CH2:15]2.[CH3:52][OH:53].[CH:48]([Cl:49])([Cl:50])[Cl:51].[I:34][Cl:35].[Na+:40].[Na+:46].[Na+:47].[S:41]([O-:42])([O-:43])(=[O:44])=[S:45]>>[CH2:1]([c:2]1[cH:3][cH:4][cH:5][cH:6][cH:7]1)[N:8]1[CH2:9][CH:10]2[CH:11]([CH2:12]1)[CH2:13][N:14]([c:16]1[c:17]([CH3:33])[c:18]([CH3:32])[c:19]3[n:20]([n:21]1)[c:22]([I:34])[c:23](-[c:25]1[cH:26][cH:27][c:28]([F:31])[cH:29][cH:30]1)[n:24]3)[CH2:15]2. Starting materials: CCO, O, NS(=O)(=O)c1ccc(NC(=O)CNc2ccccc2)cc1Cl. Product: NS(=O)(=O)c1ccc(N2CN(c3ccccc3)CC2=O)cc1Cl. RXN SMILES: [CH3:23][CH2:24][OH:25].[OH2:26].[c:1]1([NH:7][CH2:8][C:9](=[O:10])[NH:11][c:12]2[cH:13][c:14]([Cl:22])[c:15]([S:18]([NH2:19])(=[O:20])=[O:21])[cH:16][cH:17]2)[cH:2][cH:3][cH:4][cH:5][cH:6]1>>[c:1]1([N:7]2[CH2:8][C:9](=[O:10])[N:11]([c:12]3[cH:13][c:14]([Cl:22])[c:15]([S:18]([NH2:19])(=[O:20])=[O:21])[cH:16][cH:17]3)[CH2:23]2)[cH:2][cH:3][cH:4][cH:5][cH:6]1. Reactants: CC#N, CN(C)C=O, CCN(C(C)C)C(C)C, O=S(=O)(Cl)c1ccc(Cl)cc1, Cl, O=C(O)C(F)(F)F, O, c1cc2c3c(c1)c(-c1ccnc(NCC4CCNCC4)n1)cn3CCC2. Product: O=C([O-])C(F)(F)F, O=S(=O)(c1ccc(Cl)cc1)N1CCC(CNc2nccc(-c3cn4c5c(cccc35)CCC4)n2)CC1. As a reaction SMILES: [C:56](#[N:57])[CH3:58].[CH3:59][N:60]([CH3:61])[CH:62]=[O:63].[CH:28]([N:29]([CH2:30][CH3:31])[CH:32]([CH3:33])[CH3:34])([CH3:35])[CH3:36].[Cl:37][c:38]1[cH:39][cH:40][c:41]([S:44](=[O:45])(=[O:46])[Cl:47])[cH:42][cH:43]1.[ClH:1].[F:48][C:49]([C:50](=[O:51])[OH:52])([F:53])[F:54].[OH2:55].[c:2]1(-[c:14]2[n:15][c:16]([NH:20][CH2:21][CH:22]3[CH2:23][CH2:24][NH:25][CH2:26][CH2:27]3)[n:17][cH:18][cH:19]2)[cH:3][n:4]2[c:13]3[c:8]([cH:9][cH:10][cH:11][c:12]13)[CH2:7][CH2:6][CH2:5]2>>[F:48][C:49]([C:50](=[O:51])[O-:52])([F:53])[F:54].[c:2]1(-[c:14]2[n:15][c:16]([NH:20][CH2:21][CH:22]3[CH2:23][CH2:24][N:25]([S:44]([c:41]4[cH:40][cH:39][c:38]([Cl:37])[cH:43][cH:42]4)(=[O:45])=[O:46])[CH2:26][CH2:27]3)[n:17][cH:18][cH:19]2)[cH:3][n:4]2[c:13]3[c:8]([cH:9][cH:10][cH:11][c:12]13)[CH2:7][CH2:6][CH2:5]2. Reaction SMILES: Br[C:2]1[CH:7]=[CH:6][C:5]([CH3:8])=[CH:4][N:3]=1.[C:9]1(B(O)O)[CH:14]=[CH:13][CH:12]=[CH:11][CH:10]=1.O.[O-]P([O-])([O-])=O.[K+].[K+].[K+].C1(C)C=CC=CC=1>C1C=CC(/C=C/C(/C=C/C2C=CC=CC=2)=O)=CC=1.C1C=CC(/C=C/C(/C=C/C2C=CC=CC=2)=O)=CC=1.C1C=CC(/C=C/C(/C=C/C2C=CC=CC=2)=O)=CC=1.[Pd].[Pd].C1(P(C2CCCCC2)C2C=CC=CC=2C2C(OC)=CC=CC=2OC)CCCCC1.O>[CH3:8][C:5]1[CH:6]=[CH:7][C:2]([C:9]2[CH:14]=[CH:13][CH:12]=[CH:11][CH:10]=2)=[N:3][CH:4]=1 |f:2.3.4.5.6,8.9.10.11.12|. Run in O (water). Yields the product CC=1C=CC(=NC1)C1=CC=CC=C1 (5-methyl-2-phenylpyridine). The reactants are BrC1=NC=C(C=C1)C (2-Bromo-5-methylpyridine), C1(=CC=CC=C1)B(O)O (phenylboronic acid), O.[O-]P(=O)([O-])[O-].[K+].[K+].[K+] (potassium phosphate tribasic monohydrate), C1(=CC=CC=C1)C (toluene). Reported procedure: 2-Bromo-5-methylpyridine (30 g, 174 mmol), phenylboronic acid (25.5 g, 209 mmol), dicyclohexyl(2′,6′-dimethoxy-[1,1′-biphenyl]-2-yl)phosphine (2.86 g, 6.98 mmol) and potassium phosphate tribasic monohydrate (120 g, 523 mmol) were added to toluene (600 mL) and water (60 mL). The reaction mixture was degassed with nitrogen for 20 min. Pd2(dba)3 (3.19 g, 3.49 mmol) was added and the reaction mixture was refluxed for 18 h. After cooling, the organic layer was separated and the aqueous layer extracte... Isolated yield 88.3%. The reagents and catalysts are C=1C=CC(=CC1)/C=C/C(=O)/C=C/C2=CC=CC=C2.C=1C=CC(=CC1)/C=C/C(=O)/C=C/C2=CC=CC=C2.C=1C=CC(=CC1)/C=C/C(=O)/C=C/C2=CC=CC=C2.[Pd].[Pd] (Pd2(dba)3), C1(CCCCC1)P(C1=C(C=CC=C1)C1=C(C=CC=C1OC)OC)C1CCCCC1 (dicyclohexyl(2′,6′-dimethoxy-[1,1′-biphenyl]-2-yl)phosphine). Reactants: CC(=O)OC(C)=O, CCOCC, O, OCCn1ccc2ccccc21, c1ccncc1. Yields the product CC(=O)OCCn1ccc2ccccc21. Reaction SMILES: [CH3:19][C:20](=[O:21])[O:22][C:23](=[O:24])[CH3:25].[CH3:27][CH2:28][O:29][CH2:30][CH3:31].[OH2:26].[OH:1][CH2:2][CH2:3][n:4]1[cH:5][cH:6][c:7]2[cH:8][cH:9][cH:10][cH:11][c:12]12.[cH:13]1[cH:14][cH:15][n:16][cH:17][cH:18]1>>[O:1]([CH2:2][CH2:3][n:4]1[cH:5][cH:6][c:7]2[cH:8][cH:9][cH:10][cH:11][c:12]12)[C:20]([CH3:19])=[O:21].